The task is: describe an organic reaction: reactants, conditions, products, and yield. This data is from the Open Reaction Database (ORD), a public repository of structured organic reaction records. Starting materials: [Br-], O=C(c1cccc(F)c1)C1CN(Cc2ccccc2)CCO1, COc1ccccc1C[Mg+], [Na+], O=C([O-])O, C1CCOC1. The product is COc1ccccc1CC(O)(c1cccc(F)c1)C1CN(Cc2ccccc2)CCO1. As a reaction SMILES: [Br-:1].[CH2:12]([c:13]1[cH:14][cH:15][cH:16][cH:17][cH:18]1)[N:19]1[CH2:20][CH:21]([C:25](=[O:26])[c:27]2[cH:28][c:29]([F:33])[cH:30][cH:31][cH:32]2)[O:22][CH2:23][CH2:24]1.[CH3:2][O:3][c:4]1[c:5]([CH2:6][Mg+:7])[cH:8][cH:9][cH:10][cH:11]1.[Na+:38].[O-:34][C:35]([OH:36])=[O:37].[O:39]1[CH2:40][CH2:41][CH2:42][CH2:43]1>>[CH3:2][O:3][c:4]1[c:5]([CH2:6][C:25]([CH:21]2[CH2:20][N:19]([CH2:12][c:13]3[cH:14][cH:15][cH:16][cH:17][cH:18]3)[CH2:24][CH2:23][O:22]2)([OH:26])[c:27]2[cH:28][c:29]([F:33])[cH:30][cH:31][cH:32]2)[cH:8][cH:9][cH:10][cH:11]1.